Dataset: the Open Reaction Database (ORD), a public repository of structured organic reaction records. Task: describe an organic reaction: reactants, conditions, products, and yield Starting materials: COc1cc(C(=O)NCc2ccc(-c3noc(C)n3)cc2NCC(=O)OCc2ccccc2)cc(OC)c1C, C1CCOC1, CO, Cl, [Li+], [OH-]. Product: COc1cc(C(=O)NCc2ccc(-c3noc(C)n3)cc2NCC(=O)O)cc(OC)c1C. Reaction SMILES: [CH2:1]([c:2]1[cH:3][cH:4][cH:5][cH:6][cH:7]1)[O:8][C:9]([CH2:10][NH:11][c:12]1[c:13]([CH2:24][NH:25][C:26]([c:27]2[cH:28][c:29]([O:36][CH3:37])[c:30]([CH3:35])[c:31]([O:33][CH3:34])[cH:32]2)=[O:38])[cH:14][cH:15][c:16](-[c:18]2[n:19][o:20][c:21]([CH3:23])[n:22]2)[cH:17]1)=[O:39].[CH2:43]1[O:44][CH2:45][CH2:46][CH2:47]1.[CH3:48][OH:49].[ClH:42].[Li+:41].[OH-:40]>>[O:8]=[C:9]([CH2:10][NH:11][c:12]1[c:13]([CH2:24][NH:25][C:26]([c:27]2[cH:28][c:29]([O:36][CH3:37])[c:30]([CH3:35])[c:31]([O:33][CH3:34])[cH:32]2)=[O:38])[cH:14][cH:15][c:16](-[c:18]2[n:19][o:20][c:21]([CH3:23])[n:22]2)[cH:17]1)[OH:39]. Starting materials: CSC1C(=O)Nc2c(F)cccc21, [Na+], O, O=S([O-])O. The product is O=C1Cc2cccc(F)c2N1. RXN SMILES: [F:1][c:2]1[cH:3][cH:4][cH:5][c:6]2[c:10]1[NH:9][C:8](=[O:11])[CH:7]2[S:12][CH3:13].[Na+:18].[OH2:19].[S:14](=[O:15])([OH:16])[O-:17]>>[F:1][c:2]1[cH:3][cH:4][cH:5][c:6]2[c:10]1[NH:9][C:8](=[O:11])[CH2:7]2. Starting materials: O (water), FC=1C=C2C(=C(CC2=CC1F)C)CC(=O)OC (Methyl 5,6-difluoro-2-methylindene-3-acetate), CS(=O)(=O)C1=CC=C(C=O)C=C1 (p-methylsulfonylbenzaldehyde), O (Water). The solvent is N1=CC=CC=C1 (pyridine). Reaction conditions: time 8 hour. Product: FC=1C=C2C(=C(/C(/C2=CC1F)=C/C1=CC=C(C=C1)S(=O)(=O)C)C)CC(=O)O ((Z)-5,6-difluoro-2-methyl-1-(p-methylsulfonylbenzylidene)-indene-3-acetic acid). Reaction SMILES: [F:1][C:2]1[CH:3]=[C:4]2[C:8](=[CH:9][C:10]=1[F:11])[CH2:7][C:6]([CH3:12])=[C:5]2[CH2:13][C:14]([O:16]C)=[O:15].[CH3:18][S:19]([C:22]1[CH:29]=[CH:28][C:25]([CH:26]=O)=[CH:24][CH:23]=1)(=[O:21])=[O:20].O>N1C=CC=CC=1>[F:1][C:2]1[CH:3]=[C:4]2[C:8](=[CH:9][C:10]=1[F:11])/[C:7](=[CH:26]\[C:25]1[CH:24]=[CH:23][C:22]([S:19]([CH3:18])(=[O:21])=[O:20])=[CH:29][CH:28]=1)/[C:6]([CH3:12])=[C:5]2[CH2:13][C:14]([OH:16])=[O:15]. Procedure details: Methyl 5,6-difluoro-2-methylindene-3-acetate (1.19 g, 5.0 mmol) from Example 2, Part E and of p-methylsulfonylbenzaldehyde (0.76 g, 5.0 mmol) in dry pyridine (10 ml) are treated under nitrogen with Triton B (5.0 g, 5.1 mmol). The deeply colored solution is kept overnight. Water (2 ml) is added, the solution is stirred for 15 minutes and is poured into excess water. The mixture is extracted with ether (2×50 ml). The aqueous phase is added to 10% HCl-ice. The solution of the precipitate is extract... Starting materials: BrC(Br)(Br)Br, ClCCl, O, CC(CO)CCCCCCCN1CCC2(CC1)CN(C(=O)c1csc(C(C)C)n1)CCO2, c1ccc(P(c2ccccc2)c2ccccc2)cc1, c1c[nH]cn1. Product: CC(CBr)CCCCCCCN1CCC2(CC1)CN(C(=O)c1csc(C(C)C)n1)CCO2. Reaction SMILES: [C:33]([Br:34])([Br:35])([Br:36])[Br:37].[Cl:62][CH2:63][Cl:64].[OH2:65].[OH:1][CH2:2][CH:3]([CH2:4][CH2:5][CH2:6][CH2:7][CH2:8][CH2:9][CH2:10][N:11]1[CH2:12][CH2:13][C:14]2([CH2:15][N:16]([C:20](=[O:21])[c:22]3[n:23][c:24]([CH:27]([CH3:28])[CH3:29])[s:25][cH:26]3)[CH2:17][CH2:18][O:19]2)[CH2:30][CH2:31]1)[CH3:32].[c:43]1([P:44]([c:45]2[cH:46][cH:47][cH:48][cH:49][cH:50]2)[c:51]2[cH:52][cH:53][cH:54][cH:55][cH:56]2)[cH:57][cH:58][cH:59][cH:60][cH:61]1.[nH:38]1[cH:39][cH:40][n:41][cH:42]1>>[CH2:2]([CH:3]([CH2:4][CH2:5][CH2:6][CH2:7][CH2:8][CH2:9][CH2:10][N:11]1[CH2:12][CH2:13][C:14]2([CH2:15][N:16]([C:20](=[O:21])[c:22]3[n:23][c:24]([CH:27]([CH3:28])[CH3:29])[s:25][cH:26]3)[CH2:17][CH2:18][O:19]2)[CH2:30][CH2:31]1)[CH3:32])[Br:34]. The reactants are O[C@@H]1[C@H](CCCC1)N1C=NC2=C3C(=C(C=C2C1=O)CC1=CC=C(C=C1)OC)C=CCN3C (3-[(1S,2S)-2-hydroxycyclohexyl]-6-(4-methoxybenzyl)-10-methyl-9,10-dihydropyrido[3,2-h]quinazolin-4(3H)-one), B(Br)(Br)Br (boron tribromide), B(Br)(Br)Br (boron tribromide), B(Br)(Br)Br (boron tribromide). RXN SMILES: [OH:1][C@H:2]1[CH2:7][CH2:6][CH2:5][CH2:4][C@@H:3]1[N:8]1[C:17](=[O:18])[C:16]2[C:11](=[C:12]3[N:31]([CH3:32])[CH2:30][CH:29]=[CH:28][C:13]3=[C:14]([CH2:19][C:20]3[CH:25]=[CH:24][C:23]([O:26]C)=[CH:22][CH:21]=3)[CH:15]=2)[N:10]=[CH:9]1.B(Br)(Br)Br>ClCCl>[OH:26][C:23]1[CH:22]=[CH:21][C:20]([CH2:19][C:14]2[CH:15]=[C:16]3[C:11](=[C:12]4[N:31]([CH3:32])[CH2:30][CH:29]=[CH:28][C:13]=24)[N:10]=[CH:9][N:8]([C@H:3]2[CH2:4][CH2:5][CH2:6][CH2:7][C@@H:2]2[OH:1])[C:17]3=[O:18])=[CH:25][CH:24]=1. Run in ClCCl (dichloromethane), ClCCl (dichloromethane), ClCCl (dichloromethane). Procedure details: To a solution of 3-[(1S,2S)-2-hydroxycyclohexyl]-6-(4-methoxybenzyl)-10-methyl-9,10-dihydropyrido[3,2-h]quinazolin-4(3H)-one (0.250 g, 0.579 mmol) in 5 mL of dichloromethane at −78° C. was added boron tribromide (1 M in dichloromethane, 1.16 mL, 1.16 mmol). After 2 h, the mixture was warmed to −40° C., and additional boron tribromide was added (1 M in dichloromethane, 1.16 mL, 1.16 mmol). After 1 h, additional boron tribromide was added (1 M in dichloromethane, 1.16 mL, 1.16 mmol) and after 30 m... Yields the product OC1=CC=C(CC=2C=C3C(N(C=NC3=C3C2C=CCN3C)[C@@H]3[C@H](CCCC3)O)=O)C=C1 (6-(4-Hydroxybenzyl)-3-[(1S,2S)-2-hydroxycyclohexyl]-10-methyl-9,10-dihydropyrido[3,2-h]quinazolin-4(3H)-one). Conditions: temperature -40 celsius, time 2 hour. As a reaction SMILES: [OH:1][C:2]([CH3:21])([CH3:20])[CH2:3][CH2:4][CH2:5][C@H:6]([C@H:8]1[CH2:17][CH2:16][CH2:15][C@@H:14]2[C@:9]1([CH3:19])[CH2:10][CH2:11][CH2:12][C:13]2=[O:18])[CH3:7].[CH3:22][Si:23](C1NC=CN=1)([CH3:25])[CH3:24].C[Si](Cl)(C)C.N1C=CN=C1>O1CCCC1>[CH3:7][C@@H:6]([C@H:8]1[CH2:17][CH2:16][CH2:15][C@@H:14]2[C@:9]1([CH3:19])[CH2:10][CH2:11][CH2:12][C:13]2=[O:18])[CH2:5][CH2:4][CH2:3][C:2]([CH3:20])([O:1][Si:23]([CH3:25])([CH3:24])[CH3:22])[CH3:21]. The product is C[C@H](CCCC(C)(O[Si](C)(C)C)C)[C@@H]1[C@]2(CCCC([C@@H]2CCC1)=O)C ((4aR,5R,8aR)-5-[(R)-1,5-Dimethyl-5-trimethylsilanyloxy-hexyl]-4a-methyl -octahydro-naphtalen-1-one). The reactants are N1C=NC=C1 (imidazole), OC(CCC[C@@H](C)[C@@H]1[C@]2(CCCC([C@@H]2CCC1)=O)C)(C)C ((4aR,5R,8aR)-5-[(R)-5-Hydroxy-1,5-dimethyl-hexyl]-4a-methyl-octahydro-naphtalen-1-one), C[Si](C)(C)C=1NC=CN1 (trimethylsilylimidazole), C[Si](C)(C)Cl (trimethylsilylchloride), ice water. Solvent: O1CCCC1 (tetrahydrofuran). Procedure: A solution of 24 mg (0.08 mMol) of (4aR,5R,8aR)-5-[(R)-5-Hydroxy-1,5-dimethyl-hexyl]-4a-methyl-octahydro-naphtalen-1-one in 0.5 ml of tetrahydrofuran is cooled under stirring and Argon atmosphere to 0°. The reaction mixture is stirred for an additional hour after addition of 12 μl (0.08 mMol) of trimethylsilylimidazole, of 5.1 μl (0.04 mMol) of trimethylsilylchloride and of 2.8 mg (0.04 mMol) of imidazole. The reaction mixture is poured into ice water, extracted three times with diethylether, th... Reactants: CNC1=C(C=C2C(=N1)CCC2)NC(OC2=CC=CC=C2)=O (Phenyl N-(2-methylamino-6,7-dihydro-5H-cyclopenta[b]pyridin-3-yl)carbamate), CC=1C=C(C=C(C1)C)N1CCNCC1 (1-(3,5-dimethylphenyl)piperazine). Product: CNC1=C(C=C2C(=N1)CCC2)NC(=O)N2CCN(CC2)C2=CC(=CC(=C2)C)C (1-[(2-Methylamino-6,7-dihydro-5H-cyclopenta[b]pyridin-3-yl)aminocarbonyl]-4-(3,5-dimethylphenyl)piperazine). Yield: 48.0%. RXN SMILES: [CH3:1][NH:2][C:3]1[N:8]=[C:7]2[CH2:9][CH2:10][CH2:11][C:6]2=[CH:5][C:4]=1[NH:12][C:13](=[O:21])OC1C=CC=CC=1.[CH3:22][C:23]1[CH:24]=[C:25]([N:30]2[CH2:35][CH2:34][NH:33][CH2:32][CH2:31]2)[CH:26]=[C:27]([CH3:29])[CH:28]=1>>[CH3:1][NH:2][C:3]1[N:8]=[C:7]2[CH2:9][CH2:10][CH2:11][C:6]2=[CH:5][C:4]=1[NH:12][C:13]([N:33]1[CH2:34][CH2:35][N:30]([C:25]2[CH:26]=[C:27]([CH3:29])[CH:28]=[C:23]([CH3:22])[CH:24]=2)[CH2:31][CH2:32]1)=[O:21]. Procedure details: Phenyl N-(2-methylamino-6,7-dihydro-5H-cyclopenta[b]pyridin-3-yl)carbamate and 1-(3,5-dimethylphenyl)piperazine were reacted by the same way with the example 1 to obtain the titled compound. Reactants: NC=1C=CC(=C(C1)CC(=O)O)S(NC=1C=CC2=C(B(OC2)O)C1)(=O)=O (2-(5-amino-2-(N-(1-hydroxy-1,3-dihydrobenzo[c][1,2]oxaborol-6-yl)sulfamoyl)phenyl)acetic acid), ClC(C(=O)OC(C)(C)C)(Cl)Cl (tert-butyl 2,2,2-trichloroacetate). The solvent is C1CCOC1 (THF), C(Cl)Cl (DCM), CCOC(=O)C (EtOAc). Run at time 8 hour. The product is NC=1C=CC(=C(C1)CC(=O)OC(C)(C)C)S(NC=1C=CC2=C(B(OC2)O)C1)(=O)=O (tert-Butyl 2-(5-amino-2-(N-(1-hydroxy-1,3-dihydrobenzo[c][1,2]oxaborol-6-yl)sulfamoyl)phenyl)acetate). As a reaction SMILES: [NH2:1][C:2]1[CH:3]=[CH:4][C:5]([S:12](=[O:25])(=[O:24])[NH:13][C:14]2[CH:15]=[CH:16][C:17]3[CH2:21][O:20][B:19]([OH:22])[C:18]=3[CH:23]=2)=[C:6]([CH2:8][C:9]([OH:11])=[O:10])[CH:7]=1.ClC(Cl)(Cl)C(O[C:31]([CH3:34])([CH3:33])[CH3:32])=O>C1COCC1.C(Cl)Cl.CCOC(C)=O>[NH2:1][C:2]1[CH:3]=[CH:4][C:5]([S:12](=[O:24])(=[O:25])[NH:13][C:14]2[CH:15]=[CH:16][C:17]3[CH2:21][O:20][B:19]([OH:22])[C:18]=3[CH:23]=2)=[C:6]([CH2:8][C:9]([O:11][C:31]([CH3:34])([CH3:33])[CH3:32])=[O:10])[CH:7]=1. Reported procedure: To the solution of 2-(5-amino-2-(N-(1-hydroxy-1,3-dihydrobenzo[c][1,2]oxaborol-6-yl)sulfamoyl)phenyl)acetic acid (2.2 g, 6 mmol) in dry THF (20 ml) under nitrogen, added the solution of tert-butyl 2,2,2-trichloroacetate (4.3 ml, 24 mmol) in dry DCM (10 ml), followed by BF3Et2O (0.1 ml, 0.72 mmol). The reaction was stirred at rt overnight. Quenched the reaction with sodium bicarbonate (sat. in water), diluted with EtOAc, washed with 1N HCl, water and brine, dried over anhydrous sodium sulfate. Co... Starting materials: COC1=CC=C(C=C1)B(O)O (4-Methoxyphenylboronic acid), NH4OAc, Cl.ClC1=C(C=NC=C1)[N+](=O)[O-] (4-chloro-3-nitropyridine hydrochloride), C(=O)([O-])[O-].[K+].[K+] (K2CO3). The reagents and catalysts are C=1C=CC(=CC1)[P](C=2C=CC=CC2)(C=3C=CC=CC3)[Pd]([P](C=4C=CC=CC4)(C=5C=CC=CC5)C=6C=CC=CC6)([P](C=7C=CC=CC7)(C=8C=CC=CC8)C=9C=CC=CC9)[P](C=1C=CC=CC1)(C=1C=CC=CC1)C=1C=CC=CC1 (Pd(Ph3P)4). Run in COCCOC (DME). The product is [N+](=O)([O-])C=1C=NC=CC1C1=CC=C(C=C1)OC (3-Nitro-4-(4-methoxyphenyl)pyridine). RXN SMILES: [CH3:1][O:2][C:3]1[CH:8]=[CH:7][C:6](B(O)O)=[CH:5][CH:4]=1.Cl.Cl[C:14]1[CH:19]=[CH:18][N:17]=[CH:16][C:15]=1[N+:20]([O-:22])=[O:21].C([O-])([O-])=O.[K+].[K+]>COCCOC.C1C=CC([P]([Pd]([P](C2C=CC=CC=2)(C2C=CC=CC=2)C2C=CC=CC=2)([P](C2C=CC=CC=2)(C2C=CC=CC=2)C2C=CC=CC=2)[P](C2C=CC=CC=2)(C2C=CC=CC=2)C2C=CC=CC=2)(C2C=CC=CC=2)C2C=CC=CC=2)=CC=1>[N+:20]([C:15]1[CH:16]=[N:17][CH:18]=[CH:19][C:14]=1[C:6]1[CH:7]=[CH:8][C:3]([O:2][CH3:1])=[CH:4][CH:5]=1)([O-:22])=[O:21] |f:1.2,3.4.5,^1:38,40,59,78|. Procedure: 4-Methoxyphenylboronic acid (24.54 g), 4-chloro-3-nitropyridine hydrochloride (26.24 g), Pd(Ph3P)4 (4 g) and K2CO3 (111 g) were combined in DME (500 mL). The reaction was heated to reflux for 10 hours. After the mixture cooled down to room temperature, it was poured into saturated aqueous NH4OAc (500 mL) solution. The aqueous phase was extracted with EtOAc (3×200 mL). The combined extract was concentrated to give a residue which was purified using silica gel chromatography (10% to 30% EtOAc/PE) ... Solvent: C1=CC=CC=C1 (benzene), C1=CC=CC=C1 (benzene). Reported procedure: 470 parts of benzene are emulsified in a mixture of 200 parts of boron fluoride-phosphoric acid (containing 90 parts of boron fluoride in 110 parts of phosphoric acid) and 200 parts of sulfuric acid (85% strength by weight) by stirring thoroughly. A solution of 140 parts of o-xylyl chloride in 470 parts of benzene is added at from 75° to 80° C in the course of 2 hours. The reaction mixture is stirred for a further 5 hours at from 75° to 80° C and the organic phase is then separated off. 167 part... Reaction SMILES: B(F)(F)F.P(=O)(O)(O)O.S(=O)(=O)(O)O.[CH3:15][C:16]1[C:21]([CH2:22]Cl)=[CH:20][CH:19]=[CH:18][CH:17]=1>C1C=CC=CC=1>[CH2:22]([C:21]1[CH:20]=[CH:19][CH:18]=[CH:17][C:16]=1[CH3:15])[C:16]1[CH:21]=[CH:20][CH:19]=[CH:18][CH:17]=1 |f:0.1|. The product is C(C1=CC=CC=C1)C1=C(C=CC=C1)C (o-benzyltoluene). The reactants are 140, CC1=CC=CC=C1CCl (o-xylyl chloride), 200, B(F)(F)F.P(O)(O)(O)=O (boron fluoride phosphoric acid), S(O)(O)(=O)=O (sulfuric acid). Isolated yield 91.8%.